Dataset: the Open Reaction Database (ORD), a public repository of structured organic reaction records. Task: describe an organic reaction: reactants, conditions, products, and yield The reactants are C(C)(C)(C)OC(=O)NCCN1C=C(C(=C1Br)C1=CC(=CC=C1)F)C(=O)OCC (ethyl 1-(2-tert-butoxycarbonylaminoethyl)-5-bromo-4-(3-fluorophenyl)-1H-pyrrole-3-carboxylate), Cl (hydrochloric acid), [OH-].[Na+] (sodium hydroxide), C=O (paraformaldehyde). Solvent: C(C)O (ethanol). Reaction conditions: temperature 70 celsius, time 45 minute. Yields the product ClC1=C(C(=C2N1CCNC2)C(=O)OCC)C2=CC(=CC=C2)F (ethyl 6-chloro-7-(3-fluorophenyl)-1,2,3,4-tetrahydropyrrolo[1,2-a]pyrazine-8-carboxylate). Reaction SMILES: C(O[C:6]([NH:8][CH2:9][CH2:10][N:11]1[C:15](Br)=[C:14]([C:17]2[CH:22]=[CH:21][CH:20]=[C:19]([F:23])[CH:18]=2)[C:13]([C:24]([O:26][CH2:27][CH3:28])=[O:25])=[CH:12]1)=O)(C)(C)C.[ClH:29].C=O.[OH-].[Na+]>C(O)C>[Cl:29][C:15]1[N:11]2[CH2:10][CH2:9][NH:8][CH2:6][C:12]2=[C:13]([C:24]([O:26][CH2:27][CH3:28])=[O:25])[C:14]=1[C:17]1[CH:22]=[CH:21][CH:20]=[C:19]([F:23])[CH:18]=1 |f:3.4|. Procedure: To a solution of 38.4 g (84.3 mmol) of ethyl 1-(2-tert-butoxycarbonylaminoethyl)-5-bromo-4-(3-fluorophenyl)-1H-pyrrole-3-carboxylate in 80 ml of ethanol are added slowly 271 ml (949 mmol) of aqueous 3.5N hydrochloric acid solution. The formation of a white precipitate is rapidly observed and then, after 45 minutes, the medium becomes clear, while the mixture is heated to 70° C., and 3.00 g (31.2 mmol) of paraformaldehyde are added. Heating is continued at 70° C. for 1 hour. After cooling, the re... Starting materials: C(CCCCCCCCCCC)N1[C@@H](C[C@@H](C1)OC1=CC=C(C=C1)I)C(=O)OC ((2S, 4S)-1-N-dodecyl-4-(4-iodophenoxy)pyrrolidine-2-carboxylic acid, methyl ester), [H-].C(C(C)C)[Al+]CC(C)C (diisobutylaluminum hydride). The solvent is O1CCCC1 (tetrahydrofuran). Conditions: temperature 0 celsius, time 2.5 hour. Product: C(CCCCCCCCCCC)N1[C@@H](C[C@@H](C1)OC1=CC=C(C=C1)I)CO ((2S, 4S)-1-N-Dodecy-4-(4-iodophenoxy)pyrrolidine-2-methanol). The yield is 83.4%. Reaction SMILES: [CH2:1]([N:13]1[CH2:17][C@@H:16]([O:18][C:19]2[CH:24]=[CH:23][C:22]([I:25])=[CH:21][CH:20]=2)[CH2:15][C@H:14]1[C:26](OC)=[O:27])[CH2:2][CH2:3][CH2:4][CH2:5][CH2:6][CH2:7][CH2:8][CH2:9][CH2:10][CH2:11][CH3:12].[H-].C([Al+]CC(C)C)C(C)C>O1CCCC1>[CH2:1]([N:13]1[CH2:17][C@@H:16]([O:18][C:19]2[CH:20]=[CH:21][C:22]([I:25])=[CH:23][CH:24]=2)[CH2:15][C@H:14]1[CH2:26][OH:27])[CH2:2][CH2:3][CH2:4][CH2:5][CH2:6][CH2:7][CH2:8][CH2:9][CH2:10][CH2:11][CH3:12] |f:1.2|. Reported procedure: To a solution of (2S, 4S)-1-N-dodecyl-4-(4-iodophenoxy)pyrrolidine-2-carboxylic acid, methyl ester (2.09 g, 4.06 mmol) in tetrahydrofuran (20 ml) at −78° C. was added dropwise diisobutylaluminum hydride (1.0 M in hexane, 15.0 ml, 15.0 mmol). After stirring at this temperature for 5 min. and at 0° C. for 2.5 h, the reaction was quenched with water at 0° C. After stirring at r.t. for 10 min., the mixture was diluted with ethyl acetate (250 ml), washed with 2N sodium hydroxide (3×100 ml), 35% sodiu...